This data is from the Open Reaction Database (ORD), a public repository of structured organic reaction records. The task is: describe an organic reaction: reactants, conditions, products, and yield Reactants: COCCOCN1C(=C(C(C(=C1C)C(=O)OC)C1=CC(=CC=C1)[N+](=O)[O-])C(=O)OC)C (1-(2-methoxyethoxy)methyl-2,6-dimethyl-3,5-di(carbomethoxy)-4-(3-nitrophenyl)-1,4-dihydropyridine), [OH-].[K+] (KOH). Run in O.CO (H2O MeOH). Yields the product COCCOCN1C(=C(C(C(=C1C)C(=O)O)C1=CC(=CC=C1)[N+](=O)[O-])C(=O)OC)C (racemic (RS)-1-(2-methoxyethoxy)methyl-2,6-dimethyl-3-carbomethoxy-4-(3-nitrophenyl)-5-carboxy-1,4-dihydropyridine). As a reaction SMILES: [CH3:1][O:2][CH2:3][CH2:4][O:5][CH2:6][N:7]1[C:12]([CH3:13])=[C:11]([C:14]([O:16][CH3:17])=[O:15])[CH:10]([C:18]2[CH:23]=[CH:22][CH:21]=[C:20]([N+:24]([O-:26])=[O:25])[CH:19]=2)[C:9]([C:27]([O:29]C)=[O:28])=[C:8]1[CH3:31].[OH-].[K+]>O.CO>[CH3:1][O:2][CH2:3][CH2:4][O:5][CH2:6][N:7]1[C:8]([CH3:31])=[C:9]([C:27]([OH:29])=[O:28])[CH:10]([C:18]2[CH:23]=[CH:22][CH:21]=[C:20]([N+:24]([O-:26])=[O:25])[CH:19]=2)[C:11]([C:14]([O:16][CH3:17])=[O:15])=[C:12]1[CH3:13] |f:1.2,3.4|. Procedure: The N-protected diester is then mono-saponified, e.g., by heating with an alkali metal hydroxide or alkoxide (for example, NaOH, KOH, t-BuOK) or an alkali metal carbonate (for example K2CO3) in a water miscible solvent containing 10-45% water (preferably MeOH containing 15-40% water) at reflux temperature (or between 50° C. and reflux temperature for solvents other than MeOH) for 10 to 24 hours to yield an N-protected mono-ester. For example, 1-(2-methoxyethoxy)methyl-2,6-dimethyl-3,5-di(carbome... The reactants are C1(CCCC1)NC1=NC(=NC(=C1C)C)NCC1=NC=CC=C1 (N4-cyclopentyl-5,6-dimethyl-N2-(pyridin-2-ylmethyl)pyrimidine-2,4-diamine), FC1=CC=C(CN)C=C1 ((4-fluorobenzyl)amine). The product is FC1=CC=C(CNC2=NC(=NC(=C2C)C)NCC2=NC=CC=C2)C=C1 (N4-(4-fluorobenzyl)-5,6-dimethyl-N2-(pyridin-2-ylmethyl)pyrimidine-2,4-diamine). As a reaction SMILES: C1(N[C:7]2[C:12]([CH3:13])=[C:11]([CH3:14])[N:10]=[C:9]([NH:15][CH2:16][C:17]3[CH:22]=[CH:21][CH:20]=[CH:19][N:18]=3)[N:8]=2)CCCC1.[F:23][C:24]1[CH:31]=[CH:30][C:27]([CH2:28][NH2:29])=[CH:26][CH:25]=1>>[F:23][C:24]1[CH:31]=[CH:30][C:27]([CH2:28][NH:29][C:7]2[C:12]([CH3:13])=[C:11]([CH3:14])[N:10]=[C:9]([NH:15][CH2:16][C:17]3[CH:22]=[CH:21][CH:20]=[CH:19][N:18]=3)[N:8]=2)=[CH:26][CH:25]=1. Reported procedure: The titled compound was synthesized according to the procedure described for preparation of N4-cyclopentyl-5,6-dimethyl-N2-(pyridin-2-ylmethyl)pyrimidine-2,4-diamine (Example 29) using (4-fluorobenzyl)amine instead of cyclopentanamine. The crude material was purified by column chromatography eluting with mixture of chloroform/ethanol/20% water solution of ammonia (200:10:1), and then the final product was washed with diethyl ether to afford the titled compound as a white solid. 1H NMR (300 MHz, ... The reactants are O=C(CBr)c1ccccc1, CC#N, c1ccc(-c2ccc(C(c3ccccc3)n3ccnc3)cc2)cc1. Yields the product [Br-], O=C(Cn1cc[n+](C(c2ccccc2)c2ccc(-c3ccccc3)cc2)c1)c1ccccc1. RXN SMILES: [Br:25][CH2:26][C:27](=[O:28])[c:29]1[cH:30][cH:31][cH:32][cH:33][cH:34]1.[CH3:35][C:36]#[N:37].[c:1]1(-[c:19]2[cH:20][cH:21][cH:22][cH:23][cH:24]2)[cH:2][cH:3][c:4]([CH:7]([c:8]2[cH:9][cH:10][cH:11][cH:12][cH:13]2)[n:14]2[cH:15][n:16][cH:17][cH:18]2)[cH:5][cH:6]1>>[Br-:25].[c:1]1(-[c:19]2[cH:20][cH:21][cH:22][cH:23][cH:24]2)[cH:2][cH:3][c:4]([CH:7]([c:8]2[cH:9][cH:10][cH:11][cH:12][cH:13]2)[n+:14]2[cH:15][n:16]([CH2:26][C:27](=[O:28])[c:29]3[cH:30][cH:31][cH:32][cH:33][cH:34]3)[cH:17][cH:18]2)[cH:5][cH:6]1. Reactants: C(C)(C)(C)OC(=O)N(C1=CC=C(C=C1)C#CCCCOS(=O)(=O)C)C (Methanesulfonic acid 5-[4-(tert-butoxycarbonyl-methyl-amino)-phenyl]-pent-4-ynyl ester), CNC (dimethylamine), CNC (dimethylamine). The solvent is CC(=O)N(C)C (DMA). Reaction conditions: time 18 hour. The product is C(C)(C)(C)OC(N(C)C1=CC=C(C=C1)C#CCCCN(C)C)=O ([4-(5-Dimethylamino-pent-1-ynyl)-phenyl]-methyl-carbamic acid tert-butyl ester). Yield: 95.0%. Reaction SMILES: [C:1]([O:5][C:6]([N:8]([CH3:25])[C:9]1[CH:14]=[CH:13][C:12]([C:15]#[C:16][CH2:17][CH2:18][CH2:19]OS(C)(=O)=O)=[CH:11][CH:10]=1)=[O:7])([CH3:4])([CH3:3])[CH3:2].[CH3:26][NH:27][CH3:28]>CC(N(C)C)=O>[C:1]([O:5][C:6](=[O:7])[N:8]([C:9]1[CH:14]=[CH:13][C:12]([C:15]#[C:16][CH2:17][CH2:18][CH2:19][N:27]([CH3:28])[CH3:26])=[CH:11][CH:10]=1)[CH3:25])([CH3:4])([CH3:3])[CH3:2]. Procedure: A solution of 1.84 g (5 mmol) of Methanesulfonic acid 5-[4-(tert-butoxycarbonyl-methyl-amino)-phenyl]-pent-4-ynyl ester in 20 ml DMA was treated with 8.93 ml (50 mmol) of (33% in ethanol, 5.6 M) dimethylamine and stirred at RT for 18 h. The reaction was treated again with 4.46 ml (2 mmol) (25 mmol) of (33% in ethanol, 5.6 M) dimethylamine and stirred at RT for further 6 h. The solution was concentrated and the residual oil was extracted with aqueous sat. NaHCO3/Et2O (3×). The organic phases were...